This data is from the Open Reaction Database (ORD), a public repository of structured organic reaction records. The task is: describe an organic reaction: reactants, conditions, products, and yield Reactants: C(C)(C)(C)[C@@H]1CC[C@H](CC1)NC1CCC2=CC(=CC=C12)C(=O)OCCCC (butyl 1-[(trans-4-tert-butylcyclohexyl)amino]indane-5-carboxylate), FC(OC1=CC=C(C=C1)CC(=O)O)(F)F ([4-(trifluoromethoxy)phenyl]acetic acid), C(CCl)Cl (EDC), C=1C=CC2=C(C1)N=NN2O (HOBt), CCN(C(C)C)C(C)C (DIEA), C(=O)(O)[O-].[Na+] (NaHCO3). Solvent: CCCCCC (Hexane), CCOC(=O)C (EtOAc), CN(C)C=O (DMF). Conditions: time 18 hour. The product is C(C)(C)(C)[C@@H]1CC[C@H](CC1)N(C1CCC2=CC(=CC=C12)C(=O)OCCCC)C(CC1=CC=C(C=C1)OC(F)(F)F)=O (butyl 1-((trans-4-tert-butylcyclohexyl){[4-(trifluoromethoxy)phenyl]acetyl}amino)indane-5-carboxylate). The yield is 83.9%. RXN SMILES: [C:1]([C@H:5]1[CH2:10][CH2:9][C@H:8]([NH:11][CH:12]2[C:20]3[C:15](=[CH:16][C:17]([C:21]([O:23][CH2:24][CH2:25][CH2:26][CH3:27])=[O:22])=[CH:18][CH:19]=3)[CH2:14][CH2:13]2)[CH2:7][CH2:6]1)([CH3:4])([CH3:3])[CH3:2].[F:28][C:29]([F:42])([F:41])[O:30][C:31]1[CH:36]=[CH:35][C:34]([CH2:37][C:38](O)=[O:39])=[CH:33][CH:32]=1.C(Cl)CCl.C1C=CC2N(O)N=NC=2C=1.CCN(C(C)C)C(C)C.C([O-])(O)=O.[Na+]>CN(C=O)C.CCCCCC.CCOC(C)=O>[C:1]([C@H:5]1[CH2:10][CH2:9][C@H:8]([N:11]([C:38](=[O:39])[CH2:37][C:34]2[CH:35]=[CH:36][C:31]([O:30][C:29]([F:41])([F:28])[F:42])=[CH:32][CH:33]=2)[CH:12]2[C:20]3[C:15](=[CH:16][C:17]([C:21]([O:23][CH2:24][CH2:25][CH2:26][CH3:27])=[O:22])=[CH:18][CH:19]=3)[CH2:14][CH2:13]2)[CH2:7][CH2:6]1)([CH3:4])([CH3:3])[CH3:2] |f:5.6|. Reported procedure: To a solution of butyl 1-[(trans-4-tert-butylcyclohexyl)amino]indane-5-carboxylate (0.30 g, 0.81 mmol) in DMF/CH2CL2 (1:1, 10 mL) was added [4-(trifluoromethoxy)phenyl]acetic acid (0.21 g, 0.97 mmol), EDC (0.20 g, 1.05 mmol), HOBt (0.11 g, 0.81 mmol) and DIEA (0.45 mL, 2.43 mmol). After stirring at room temperature for 18 h, the reaction mixture was poured into saturated aqueous NaHCO3 (20 mL) and extracted with EtOAc (30 mL). The organic layer was washed with brine (2×10 mL), dried over Na2SO4,... Starting materials: OC(CN(CC(=O)O)CCCN1CCN(CCN(CC1)CC(=O)O)CC(=O)O)CO (1-[3-[N-(2,3-dihydroxypropyl)-N-(carboxymethyl)amino]propyl]4,7-bis(carboxymethyl)-1,4,7-triazacyclononane), [O-2].[Gd+3].[O-2].[O-2].[Gd+3] (gadolinium oxide). The solvent is O (water). Reaction conditions: time 15 hour. Product: C(=O)(O)CN1CCNCCN(CC1)CC(=O)O (4,7-bis-(carboxymethyl)-1,4,7-triazacyclononane). RXN SMILES: OC(CO)CN(CCC[N:12]1[CH2:20][CH2:19][N:18]([CH2:21][C:22]([OH:24])=[O:23])[CH2:17][CH2:16][N:15]([CH2:25][C:26]([OH:28])=[O:27])[CH2:14][CH2:13]1)CC(O)=O.[O-2].[Gd+3].[O-2].[O-2].[Gd+3]>O>[C:22]([CH2:21][N:18]1[CH2:17][CH2:16][N:15]([CH2:25][C:26]([OH:28])=[O:27])[CH2:14][CH2:13][NH:12][CH2:20][CH2:19]1)([OH:24])=[O:23] |f:1.2.3.4.5|. Procedure details: To a solution of 1-[3-[N-(2,3-dihydroxypropyl)-N-(carboxymethyl)amino]propyl]4,7-bis(carboxymethyl)-1,4,7-triazacyclononane (5.0 g, 0.010 mol) in 50 mL of deionized water is added gadolinium oxide (1.8 g, 0.005 mol). The slurry is heated at 80 C. under argon atmosphere for 15 hours. The resulting solution is cooled at 25 C., filtered and the filtrate is evaporated under reduced pressure to give 1-[3-[N-2,3-dihydroxypropyl)-N-(carboxymethyl)amino]propyl]-4,7-bis-(carboxymethyl)-1,4,7-triazacyclon... Starting materials: COC(=O)C=1C=CC(=NC1)C(=O)O (pyridine-2,5-dicarboxylic acid 5-methyl ester), Cl.Cl.C(C)(C)N1CCNCC1 (1-isopropyl-piperazine dihydrochloride), O.ON1N=NC2=C1C=CC=C2 (1-hydroxybenzotriazole hydrate), Cl.CN(CCCN=C=NCC)C (1-[3-(dimethylamino)propyl]-3-ethylcarbodiimide hydrochloride), CN1CCOCC1 (N-methyl morpholine). Solvent: C(Cl)Cl (DCM). Conditions: time 18 hour. Yields the product N (NH3), COC(C1=CN=C(C=C1)C(=O)N1CCN(CC1)C(C)C)=O (6-(4-Isopropyl-piperazine-1-carbonyl)-nicotinic acid methyl ester). Yield: 149.8%. RXN SMILES: [CH3:1][O:2][C:3]([C:5]1[CH:6]=[CH:7][C:8]([C:11]([OH:13])=O)=[N:9][CH:10]=1)=[O:4].Cl.Cl.[CH:16]([N:19]1[CH2:24][CH2:23][NH:22][CH2:21][CH2:20]1)([CH3:18])[CH3:17].O.ON1C2C=CC=CC=2N=N1.Cl.CN(C)CCCN=C=NCC.CN1CCOCC1>C(Cl)Cl>[NH3:9].[CH3:1][O:2][C:3](=[O:4])[C:5]1[CH:6]=[CH:7][C:8]([C:11]([N:22]2[CH2:23][CH2:24][N:19]([CH:16]([CH3:18])[CH3:17])[CH2:20][CH2:21]2)=[O:13])=[N:9][CH:10]=1 |f:1.2.3,4.5,6.7|. Procedure: To a solution of pyridine-2,5-dicarboxylic acid 5-methyl ester (1.00 g, 5.50 mmol) and 1-isopropyl-piperazine dihydrochloride (1.20 g, 6.10 mmol) in DCM (100 mL) was added 1-hydroxybenzotriazole hydrate (HOBt, 1.10 g, 8.30 mmol), 1-[3-(dimethylamino)propyl]-3-ethylcarbodiimide hydrochloride (EDC, 1.60 g, 8.30 mmol), and N-methyl morpholine (2.9 mL, 27.0 mmol). After 18 h, the reaction mixture was quenched with 1 N aq. NaHCO3 (50 mL) and extracted with DCM (3×50 mL). The organic layers were combi... Reactants: C(O)([O-])=O.[Na+] (sodium hydrogen carbonate), ice, OCCNC(C1=CN=C(C=C1)N1CCN(CC1)C)=O (N-(2-hydroxyethyl)-6-(4-methyl-1piperazinyl)nicotinamide), [N+](=O)(O)[O-] (nitric acid). RXN SMILES: [OH:1][CH2:2][CH2:3][NH:4][C:5](=[O:19])[C:6]1[CH:11]=[CH:10][C:9]([N:12]2[CH2:17][CH2:16][N:15]([CH3:18])[CH2:14][CH2:13]2)=[N:8][CH:7]=1.[N+:20]([O-])([OH:22])=[O:21].C(=O)([O-])O.[Na+]>C(Cl)Cl>[O:1]([CH2:2][CH2:3][NH:4][C:5](=[O:19])[C:6]1[CH:11]=[CH:10][C:9]([N:12]2[CH2:13][CH2:14][N:15]([CH3:18])[CH2:16][CH2:17]2)=[N:8][CH:7]=1)[N+:20]([O-:22])=[O:21] |f:2.3|. Yields the product O([N+](=O)[O-])CCNC(C1=CN=C(C=C1)N1CCN(CC1)C)=O (N-(2-nitroxyethyl)-6-(4-methyl-1-piperazinyl)nicotinamide). Procedure: To an ice-cooled solution of 11.00 g of the compound (obtained in Example 1) in 20 ml of methylene chloride was added dropwise 5 ml of fuming nitric acid while stirring below 0° C. The stirring was continued for 2 hours. The reaction mixture was poured into an aqueous sodium hydrogen carbonate solution and extracted with methylene chloride. The extract was washed twice with water and once with a saturated aqueous saline solution, dried over anhydrous magnesium sulfate and concentrated to afford ... Run in C(Cl)Cl (methylene chloride). Reaction conditions: time 2 hour. Reactants: C(C1=CC=CC=C1)N1N=C2C=C(C=CC2=C1)C=1C=C(N2N=CN=C(C21)N)C2CCNCC2 (5-(2-benzyl-2H-indazol-6-yl)-7-piperidin-4-ylpyrrolo[2,1-f][1,2,4]triazin-4-amine), CN(CC(=O)O)C (N,N-dimethylglycine), CCN=C=NCCCN(C)C.Cl (EDCl), C=1C=CC2=C(C1)N=NN2O (HOBt), C(C)(C)N(C(C)C)CC (N,N-diisopropylethylamine). Run in CN(C)C=O (DMF). Conditions: time 16 hour. The product is C(C1=CC=CC=C1)N1N=C2C=C(C=CC2=C1)C=1C=C(N2N=CN=C(C21)N)C2CN(CCC2)C(CN(C)C)=O (5-(2-benzyl-2H-indazol-6-yl)-7-{1-[(dimethylamino)acetyl]piperidin-3-yl}pyrrolo[2,1-f][1,2,4]triazin-4-amine). Isolated yield 19.7%. RXN SMILES: [CH2:1]([N:8]1[CH:16]=[C:15]2[C:10]([CH:11]=[C:12]([C:17]3[CH:18]=[C:19](C4CCNCC4)[N:20]4[C:25]=3[C:24]([NH2:26])=[N:23][CH:22]=[N:21]4)[CH:13]=[CH:14]2)=[N:9]1)[C:2]1[CH:7]=[CH:6][CH:5]=[CH:4][CH:3]=1.[CH3:33][N:34]([CH3:39])[CH2:35][C:36](O)=[O:37].CCN=C=NCCCN(C)C.Cl.[CH:52]1[CH:53]=[CH:54]C2N(O)N=[N:58][C:56]=2[CH:57]=1.C(N(CC)C(C)C)(C)C>CN(C=O)C>[CH2:1]([N:8]1[CH:16]=[C:15]2[C:10]([CH:11]=[C:12]([C:17]3[CH:18]=[C:19]([CH:53]4[CH2:52][CH2:57][CH2:56][N:58]([C:36](=[O:37])[CH2:35][N:34]([CH3:39])[CH3:33])[CH2:54]4)[N:20]4[C:25]=3[C:24]([NH2:26])=[N:23][CH:22]=[N:21]4)[CH:13]=[CH:14]2)=[N:9]1)[C:2]1[CH:3]=[CH:4][CH:5]=[CH:6][CH:7]=1 |f:2.3|. Reported procedure: A mixture of 5-(2-benzyl-2H-indazol-6-yl)-7-piperidin-4-ylpyrrolo[2,1-f][1,2,4]triazin-4-amine (100 mg, 0.24 mmol), N,N-dimethylglycine (29 mg, 0.28 mmol), EDCl (50 mg, 0.26 mmol), HOBt (35 mg, 0.26 mmol), and N,N-diisopropylethylamine (123 μL, 0.71 mmol) in DMF (1.5 mL) was stirred at rt for 16 h. The Prude mixture was purified by preparative HPLC using a gradient elution from 15% to 45% acetonitrile in water followed by filtration through an acidic resin, washing with MeOH. The product was elu... The reactants are ClC1=C2C(=NC(=C1)C)C=NN2 (7-Chloro-5-methyl-1H-pyrazolo[4,3-b]pyridine), NC1=CC=C(C=C1)O (4-aminophenol). Run in C=1(C(=CC=CC1)C)C (xylene). Product: hydrochloride salt, OC1=CC=C(NC2=C3C(=NC(=C2)C)C=NN3)C=C1 (7-(4-Hydroxyanilino)-5-methyl-1H-pyrazolo[4,3-b]pyridine). Yield: 54.5%. As a reaction SMILES: Cl[C:2]1[CH:7]=[C:6]([CH3:8])[N:5]=[C:4]2[CH:9]=[N:10][NH:11][C:3]=12.[NH2:12][C:13]1[CH:18]=[CH:17][C:16]([OH:19])=[CH:15][CH:14]=1>C1(C)C(C)=CC=CC=1>[OH:19][C:16]1[CH:17]=[CH:18][C:13]([NH:12][C:2]2[CH:7]=[C:6]([CH3:8])[N:5]=[C:4]3[CH:9]=[N:10][NH:11][C:3]=23)=[CH:14][CH:15]=1. Procedure: 7-Chloro-5-methyl-1H-pyrazolo[4,3-b]pyridine (0.5 g, 3 mmol) and 4-aminophenol (0.65 g, 6 mmol) in dry xylene (5 ml) were heated under reflux under nitrogen for 7 h. The resulting solid was collected and washed with water and ethyl acetate, then crystallised from methanol/ethyl acetate to give the hydrochloride salt of the required product (393 mg, 47%), m.p. 308°-310° C. (dec.).